Dataset: the Open Reaction Database (ORD), a public repository of structured organic reaction records. Task: describe an organic reaction: reactants, conditions, products, and yield The reactants are N1CCC(CC1)NC(=O)C=1CCOC2=C(C1)C=C(C=C2)C2=CC=C(C=C2)C (N-(4-piperidinyl)-7-(4-methylphenyl)-2,3-dihydro-1-benzooxepine-4-carboxamide), C(C)(=O)O[BH-](OC(C)=O)OC(C)=O.[Na+] (sodium triacetoxyborohydride), aqueous solution, C=O (formaldehyde). Solvent: ClCCCl (1,2-dichloroethane). Conditions: time 8 hour. Product: CN1CCC(CC1)NC(=O)C=1CCOC2=C(C1)C=C(C=C2)C2=CC=C(C=C2)C (N-(1-methylpiperidin-4-yl)-7-(4-methylphenyl)-2,3-dihydro-1-benzooxepine-4-carboxamide). Isolated yield 81.5%. Reaction SMILES: [NH:1]1[CH2:6][CH2:5][CH:4]([NH:7][C:8]([C:10]2[CH2:11][CH2:12][O:13][C:14]3[CH:20]=[CH:19][C:18]([C:21]4[CH:26]=[CH:25][C:24]([CH3:27])=[CH:23][CH:22]=4)=[CH:17][C:15]=3[CH:16]=2)=[O:9])[CH2:3][CH2:2]1.C=O.[C:30](O[BH-](OC(=O)C)OC(=O)C)(=O)C.[Na+]>ClCCCl>[CH3:30][N:1]1[CH2:2][CH2:3][CH:4]([NH:7][C:8]([C:10]2[CH2:11][CH2:12][O:13][C:14]3[CH:20]=[CH:19][C:18]([C:21]4[CH:22]=[CH:23][C:24]([CH3:27])=[CH:25][CH:26]=4)=[CH:17][C:15]=3[CH:16]=2)=[O:9])[CH2:5][CH2:6]1 |f:2.3|. Procedure details: To N-(4-piperidinyl)-7-(4-methylphenyl)-2,3-dihydro-1-benzooxepine-4-carboxamide (0.13 g) and a 37% aqueous solution of formaldehyde (0.04 ml) suspended in 1,2-dichloroethane (5 ml) was added under ice cooling sodium triacetoxyborohydride (0.11 g), and the resulting mixture was stirred at room temperature overnight under a nitrogen atmosphere. The reaction mixture was evaporated to remove the solvent, was then neutralized with a 1 N aqueous solution of sodium hydroxide and was extracted with eth...